From a dataset of the Open Reaction Database (ORD), a public repository of structured organic reaction records. describe an organic reaction: reactants, conditions, products, and yield Yields the product IC1=C(C=CC=C1)C1=NC(=CC2=CC=CC=C12)C (1-(2-iodophenyl)-3-methylisoquinoline). The yield is 80.0%. Reported procedure: A mixture of amide 3a, 9.5 g, 24.9 mmol) and P2O5 (44 g) in o-dichlorobenzene (150 mL) was refluxed for overnight. After it was cooled to room temperature, it was cooled to 0° C. by application of an external ice-water bath. To this cooled mixture was cautiously added 300 mL of H2O. After the vigorous reaction had subsided, the dark solution was washed with toluene (2×50 mL). The aqueous layer was cooled to 0° C. and made to pH>11 with 50% aqueous NaOH. The resulting mixture was extracted with t... Starting materials: IC1=C(C(=O)NC(C(C2=CC=CC=C2)O)C)C=CC=C1 (2-iodo-N-(2-hydroxy-1-methyl-2-phenylethyl) benzamide), O=P12OP3(=O)OP(=O)(O1)OP(=O)(O2)O3 (P2O5), O (H2O). RXN SMILES: [I:1][C:2]1[CH:20]=[CH:19][CH:18]=[CH:17][C:3]=1[C:4]([NH:6][CH:7]([CH3:16])[CH:8](O)[C:9]1[CH:14]=[CH:13][CH:12]=[CH:11][CH:10]=1)=O.O=P12OP3(OP(OP(O3)(O1)=O)(=O)O2)=O.O>ClC1C=CC=CC=1Cl>[I:1][C:2]1[CH:20]=[CH:19][CH:18]=[CH:17][C:3]=1[C:4]1[C:14]2[C:9](=[CH:10][CH:11]=[CH:12][CH:13]=2)[CH:8]=[C:7]([CH3:16])[N:6]=1. The solvent is ClC1=C(C=CC=C1)Cl (o-dichlorobenzene). The reactants are CC(=O)OC(C)=O, CC(=O)O, COc1ccc(-n2nc(Cl)cc2-c2ccc(S(C)(=O)=O)cc2)cc1, O, O=[N+]([O-])O. Yields the product COc1ccc(-n2nc(Cl)cc2-c2ccc(S(C)(=O)=O)cc2)cc1[N+](=O)[O-]. RXN SMILES: [CH3:30][C:31]([O:32][C:33](=[O:34])[CH3:35])=[O:36].[CH3:37][C:38](=[O:39])[OH:40].[Cl:1][c:2]1[n:3][n:4](-[c:17]2[cH:18][cH:19][c:20]([O:23][CH3:24])[cH:21][cH:22]2)[c:5](-[c:7]2[cH:8][cH:9][c:10]([S:13](=[O:14])(=[O:15])[CH3:16])[cH:11][cH:12]2)[cH:6]1.[OH2:29].[OH:25][N+:26]([O-:27])=[O:28]>>[Cl:1][c:2]1[n:3][n:4](-[c:17]2[cH:18][c:19]([N+:26](=[O:25])[O-:27])[c:20]([O:23][CH3:24])[cH:21][cH:22]2)[c:5](-[c:7]2[cH:8][cH:9][c:10]([S:13](=[O:14])(=[O:15])[CH3:16])[cH:11][cH:12]2)[cH:6]1.